Dataset: the Open Reaction Database (ORD), a public repository of structured organic reaction records. Task: describe an organic reaction: reactants, conditions, products, and yield Reactants: CN(C)c1ccncc1, COc1cc2nccc(Cl)c2cc1OC, Clc1ccccc1Cl, Oc1cc2ccccc2nc1-c1ccc(F)cc1, O. The product is COc1cc2nccc(Oc3cc4ccccc4nc3-c3ccc(F)cc3)c2cc1OC. RXN SMILES: [CH3:35][N:36]([CH3:37])[c:38]1[cH:39][cH:40][n:41][cH:42][cH:43]1.[Cl:19][c:20]1[cH:21][cH:22][n:23][c:24]2[cH:25][c:26]([O:32][CH3:33])[c:27]([O:30][CH3:31])[cH:28][c:29]12.[Cl:44][c:45]1[cH:46][cH:47][cH:48][cH:49][c:50]1[Cl:51].[F:1][c:2]1[cH:3][cH:4][c:5](-[c:8]2[n:9][c:10]3[cH:11][cH:12][cH:13][cH:14][c:15]3[cH:16][c:17]2[OH:18])[cH:6][cH:7]1.[OH2:34]>>[F:1][c:2]1[cH:3][cH:4][c:5](-[c:8]2[n:9][c:10]3[cH:11][cH:12][cH:13][cH:14][c:15]3[cH:16][c:17]2[O:18][c:20]2[cH:21][cH:22][n:23][c:24]3[cH:25][c:26]([O:32][CH3:33])[c:27]([O:30][CH3:31])[cH:28][c:29]23)[cH:6][cH:7]1. Reactants: ClC1=CC(=CN(C1=O)C)NC(C=1C(=NN(C1C(=O)O)C1CC1)C(F)(F)F)C1=CC=C(C=C1)Cl (4-(((5-chloro-1-methyl-6-oxo-1,6-dihydropyridin-3-yl)amino)(4-chlorophenyl)methyl)-1-cyclopropyl-3-(trifluoromethyl)-1H-pyrazole-5-carboxylic acid). Run in C(Cl)Cl (CH2Cl2). Yields the product ClC1=CC(=CN(C1=O)C)N1C(C=2N(N=C(C2C1C1=CC=C(C=C1)Cl)C(F)(F)F)C1CC1)=O (5-(5-chloro-1-methyl-6-oxo-1,6-dihydropyridin-3-yl)-4-(4-chlorophenyl)-1-cyclopropyl-3-(trifluoromethyl)-4,5-dihydropyrrolo[3,4-c]pyrazol-6(1H)-one). As a reaction SMILES: [Cl:1][C:2]1[C:7](=[O:8])[N:6]([CH3:9])[CH:5]=[C:4]([NH:10][CH:11]([C:27]2[CH:32]=[CH:31][C:30]([Cl:33])=[CH:29][CH:28]=2)[C:12]2[C:13]([C:23]([F:26])([F:25])[F:24])=[N:14][N:15]([CH:20]3[CH2:22][CH2:21]3)[C:16]=2[C:17]([OH:19])=O)[CH:3]=1>C(Cl)Cl>[Cl:1][C:2]1[C:7](=[O:8])[N:6]([CH3:9])[CH:5]=[C:4]([N:10]2[CH:11]([C:27]3[CH:28]=[CH:29][C:30]([Cl:33])=[CH:31][CH:32]=3)[C:12]3[C:13]([C:23]([F:25])([F:26])[F:24])=[N:14][N:15]([CH:20]4[CH2:21][CH2:22]4)[C:16]=3[C:17]2=[O:19])[CH:3]=1. Procedure details: The title compound was prepared in analogy to the procedure described in Example 1 using 4-(((5-chloro-1-methyl-6-oxo-1,6-dihydropyridin-3-yl)amino)(4-chlorophenyl)methyl)-1-cyclopropyl-3-(trifluoromethyl)-1H-pyrazole-5-carboxylic acid (Step 44.4).; tR: 1.16 min (LC-MS 2); ESI-MS: 483 [M+H]+ (LC-MS 2); Rf=0.61 (CH2Cl2/5% MeOH); 1H NMR (400 MHz, DMSO-d6) δ ppm 1.08-1.17 (m, 2H) 1.27-1.38 (m, 2H) 3.40 (s, 3H) 3.89-4.09 (m, 1H) 6.27 (s, 1H) 7.25-7.42 (m, 4H) 7.90 (d, J=2.7 Hz, 1H) 7.86 (d, J=2.7 Hz...